Task: describe an organic reaction: reactants, conditions, products, and yield. Dataset: the Open Reaction Database (ORD), a public repository of structured organic reaction records Reactants: CC=1C(=NC=CC1OCC(F)(F)F)CSC1=NC2=C(N1)C=CC=C2 (2-[[[3-methyl-4-(2,2,2-trifluoro-ethoxy)-2-pyridinyl]methyl]-thio]1H-benzimidazole), S(=O)(=O)([O-])S(=O)[O-].[Na+].[Na+] (sodium metabisulfite), Cl[O-] (hypochlorite), [OH-].[Na+] (sodium hydroxide), Cl[O-].[Na+] (sodium hypochlorite). Run in C(C)#N (acetonitrile), CC(=O)C (Acetone), O (water), C(C)(=O)O (acetic acid), mixture. The product is CC=1C(=NC=CC1OCC(F)(F)F)CS(=O)C1=NC2=C(N1)C=CC=C2 (2-[[[3-methyl-4-(2,2,2-trifluoro-ethoxy)-2-pyridinyl]methyl]-sulfinyl]1H-benzimidazole). RXN SMILES: [CH3:1][C:2]1[C:3]([CH2:14][S:15][C:16]2[NH:20][C:19]3[CH:21]=[CH:22][CH:23]=[CH:24][C:18]=3[N:17]=2)=[N:4][CH:5]=[CH:6][C:7]=1[O:8][CH2:9][C:10]([F:13])([F:12])[F:11].[OH-].[Na+].Cl[O-].[Na+].Cl[O-].S(S([O-])=O)([O-])(=O)=[O:33].[Na+].[Na+]>C(O)(=O)C.CC(C)=O.O.C(#N)C>[CH3:1][C:2]1[C:3]([CH2:14][S:15]([C:16]2[NH:17][C:18]3[CH:24]=[CH:23][CH:22]=[CH:21][C:19]=3[N:20]=2)=[O:33])=[N:4][CH:5]=[CH:6][C:7]=1[O:8][CH2:9][C:10]([F:12])([F:11])[F:13] |f:1.2,3.4,6.7.8|. Reported procedure: (2-[[[3-methyl-4-(2,2,2-trifluoro-ethoxy)-2-pyridinyl]methyl]-thio]1H-benzimidazole (10 g) was suspended in 100 ml of a mixture of acetonitrile and water (7:3). A solution of sodium hydroxide was added to this suspension. 61 g of sodium hypochlorite solution (4.2%) was added over a period of 4 hours maintaining a temperature of 5° C.-10° C. Excess hypochlorite was decomposed using 3% aqueous sodium metabisulfite solution. Acetone (50 ml) was added and the pH was adjusted to between 7.5 to 8.5 us... The reactants are Cc1ccnc(C#N)c1, CO, N. The product is Cc1ccnc(CN)c1. RXN SMILES: [C:1](#[N:2])[c:3]1[n:4][cH:5][cH:6][c:7]([CH3:9])[cH:8]1.[CH3:10][OH:11].[NH3:12]>>[CH2:1]([NH2:2])[c:3]1[n:4][cH:5][cH:6][c:7]([CH3:9])[cH:8]1. The reactants are CC(C)([O-])C.[Na+] (sodium tert-butoxide), [C@@H]1([C@@H](CCCC1)N)N (trans-1,2-Cyclohexanediamine), CCCCCCCCCCCC (dodecane), IC=1C=C(C=C(C1)C)C (5-iodo-m-xylene), C(C1=CC=CC=C1)(C1=CC=CC=C1)=N (benzophenone imine). Reagents/catalysts: [Cu]I (CuI). Solvent: O1CCOCC1 (dioxane). Run at temperature 110 celsius, time 36 hour. Product: CC=1C=C(C=C(C1)C)N=C(C1=CC=CC=C1)C1=CC=CC=C1 (N-(3,5-Dimethylphenyl)benzophenone Imine). Isolated yield 15.5%. Reaction SMILES: CC(C)([O-])C.[Na+].[C@@H]1(N)CCCC[C@H]1N.CCCCCCCCCCCC.I[C:28]1[CH:29]=[C:30]([CH3:35])[CH:31]=[C:32]([CH3:34])[CH:33]=1.[C:36](=[NH:49])([C:43]1[CH:48]=[CH:47][CH:46]=[CH:45][CH:44]=1)[C:37]1[CH:42]=[CH:41][CH:40]=[CH:39][CH:38]=1>[Cu]I.O1CCOCC1>[CH3:34][C:32]1[CH:33]=[C:28]([N:49]=[C:36]([C:37]2[CH:42]=[CH:41][CH:40]=[CH:39][CH:38]=2)[C:43]2[CH:48]=[CH:47][CH:46]=[CH:45][CH:44]=2)[CH:29]=[C:30]([CH3:35])[CH:31]=1 |f:0.1|. Procedure details: An oven-dried resealable Schlenk tube was charged with CuI (2.0 mg, 0.0105 mmol, 1.0 mol %), sodium tert-butoxide (150 mg, 1.56 mmol), evacuated and backfilled with argon. trans-1,2-Cyclohexanediamine (13 μL, 0.108 mmol, 11 mol %), dodecane (235 μL), 5-iodo-m-xylene (150 μL, 1.04 mmol), benzophenone imine (210 μL, 1.25 mmol) and dioxane (1.0 mL) were added under argon. The Schlenk tube was sealed and the reaction mixture was stirred magnetically at 110° C. for 36 h. The resulting dark brown susp... Starting materials: [Si](C1=CC=CC=C1)(C1=CC=CC=C1)(C(C)(C)C)OCC=1C(=C(C2=C(C(=NO2)C(=O)OCC)C1)F)N1C[C@H](O[C@H](C1)C)C (Ethyl 5-((tert-butyldiphenylsilyloxy)methyl)-6-((2R,6S)-2,6-dimethylmorpholino)-7-fluorobenzo[d]isoxazole-3-carboxylate), [Si](C1=CC=CC=C1)(C1=CC=CC=C1)(C(C)(C)C)OCC=1C(=C(C2=C(C(=NO2)C(=O)OCC)C1)F)N1C[C@H](O[C@H](C1)C)C (Ethyl 5-((tert-butyldiphenylsilyloxy)methyl)-6-((2R,6S)-2,6-dimethylmorpholino)-7-fluorobenzo[d]isoxazole-3-carboxylate), N1CC(C1)C#N (azetidine-3-carbonitrile). The product is C[C@H]1O[C@H](CN(C1)C1=C(C2=C(C(=NO2)C(=O)N2CC(C2)C#N)C=C1CO)F)C (1-(6-((2R,6S)-2,6-dimethylmorpholino)-7-fluoro-5-(hydroxymethyl)benzo[d]isoxazole-3-carbonyl)azetidine-3-carbonitrile). Reaction SMILES: [Si]([O:18][CH2:19][C:20]1[C:21]([N:35]2[CH2:40][C@H:39]([CH3:41])[O:38][C@H:37]([CH3:42])[CH2:36]2)=[C:22]([F:34])[C:23]2[O:27][N:26]=[C:25]([C:28](OCC)=[O:29])[C:24]=2[CH:33]=1)(C(C)(C)C)(C1C=CC=CC=1)C1C=CC=CC=1.[NH:43]1[CH2:46][CH:45]([C:47]#[N:48])[CH2:44]1>>[CH3:42][C@@H:37]1[CH2:36][N:35]([C:21]2[C:20]([CH2:19][OH:18])=[CH:33][C:24]3[C:25]([C:28]([N:43]4[CH2:46][CH:45]([C:47]#[N:48])[CH2:44]4)=[O:29])=[N:26][O:27][C:23]=3[C:22]=2[F:34])[CH2:40][C@H:39]([CH3:41])[O:38]1. Procedure details: Starting materials: ethyl 5-((tert-butyldiphenylsilyloxy)methyl)-6-((2R,6S)-2,6-dimethylmorpholino)-7-fluorobenzo[d]isoxazole-3-carboxylate (Intermediate 204) and azetidine-3-carbonitrile The reactants are Cl.C(C)N=C=NCCCN(C)C (1-ethyl-3-(3-dimethylaminopropyl)carbodiimide hydrochloride), ON1N=NC2=C1C=CC=C2 (1-hydroxybenzotriazole), C(O)([O-])=O.[Na+] (sodium hydrogencarbonate), CNC (Dimethylamine), N1N=CC2=CC(=CC=C12)NC1CN(CCC1)C(C(=O)O)C1=CC=CC=C1 (2-[3-(1H-5-Indazolylamino)piperidino]-2-phenylacetic acid). Reagents/catalysts: CN(C)C1=NC=CC=C1 (dimethylaminopyridine). The solvent is CN(C=O)C (dimethylformamide). Conditions: time 18 hour. Yields the product CN(C(C(C1=CC=CC=C1)N1CC(CCC1)NC=1C=C2C=NNC2=CC1)=O)C (N1,N1-Dimethyl-2-[3-(1H-5-indazolylamino)piperidino]-2-phenylacetamide). Yield: 47.7%. Reaction SMILES: [CH3:1][NH:2][CH3:3].[NH:4]1[C:12]2[C:7](=[CH:8][C:9]([NH:13][CH:14]3[CH2:19][CH2:18][CH2:17][N:16]([CH:20]([C:24]4[CH:29]=[CH:28][CH:27]=[CH:26][CH:25]=4)[C:21]([OH:23])=O)[CH2:15]3)=[CH:10][CH:11]=2)[CH:6]=[N:5]1.Cl.C(N=C=NCCCN(C)C)C.ON1C2C=CC=CC=2N=N1.C(=O)([O-])O.[Na+]>CN(C)C=O.CN(C1C=CC=CN=1)C>[CH3:1][N:2]([CH3:3])[C:21](=[O:23])[CH:20]([N:16]1[CH2:17][CH2:18][CH2:19][CH:14]([NH:13][C:9]2[CH:8]=[C:7]3[C:12](=[CH:11][CH:10]=2)[NH:4][N:5]=[CH:6]3)[CH2:15]1)[C:24]1[CH:25]=[CH:26][CH:27]=[CH:28][CH:29]=1 |f:2.3,5.6|. Procedure: Dimethylamine (100 mg) and the compound prepared in Example 222 (350 mg) were dissolved in dimethylformamide (5 ml), and 1-ethyl-3-(3-dimethylaminopropyl)carbodiimide hydrochloride (257 mg), 1-hydroxybenzotriazole (227 mg), and dimethylaminopyridine (5 mg) were added to the solution. The reaction mixture was stirred at room temperature for 18 hr. A saturated aqueous sodium hydrogencarbonate solution (5 ml) was then added thereto, and the mixture was extracted with chloroform-propanol (3/1). The ... Reactants: C(C)OC(CN(C(=O)OC(C)(C)C)[C@@H](C(=O)N1[C@@H](CCC1)C(NCC=1C=C2C=CN=C(C2=CC1)N)=O)CC1=CC=C(C=C1)OC)=O ({[2-{2-(S)-[(1-Amino-isoquinolin-6-ylmethyl)-carbamoyl]-pyrrolidin-1-yl}-1-(R)-(4-methoxybenzyl)-2-oxo-ethyl]-tert.-butoxycarbonyl-amino}-acetic acid ethyl ester), Cl (HCl). Solvent: O1CCOCC1 (dioxane). Run at time 3 hour. Yields the product Cl.C(C)OC(CN[C@@H](C(=O)N1[C@@H](CCC1)C(NCC=1C=C2C=CN=C(C2=CC1)N)=O)CC1=CC=C(C=C1)OC)=O ([2-{2-(S)-[(1-Amino-isoquinolin-6-ylmethyl)-carbamoyl]-pyrrolidin-1-yl}-1-(R)-(4-methoxybenzyl)-2-oxo-ethylamino]-acetic acid ethyl ester hydrochloride). RXN SMILES: [CH2:1]([O:3][C:4](=[O:46])[CH2:5][N:6]([C@H:14]([CH2:37][C:38]1[CH:43]=[CH:42][C:41]([O:44][CH3:45])=[CH:40][CH:39]=1)[C:15]([N:17]1[CH2:21][CH2:20][CH2:19][C@H:18]1[C:22](=[O:36])[NH:23][CH2:24][C:25]1[CH:26]=[C:27]2[C:32](=[CH:33][CH:34]=1)[C:31]([NH2:35])=[N:30][CH:29]=[CH:28]2)=[O:16])C(OC(C)(C)C)=O)[CH3:2].[ClH:47]>O1CCOCC1>[ClH:47].[CH2:1]([O:3][C:4](=[O:46])[CH2:5][NH:6][C@H:14]([CH2:37][C:38]1[CH:39]=[CH:40][C:41]([O:44][CH3:45])=[CH:42][CH:43]=1)[C:15]([N:17]1[CH2:21][CH2:20][CH2:19][C@H:18]1[C:22](=[O:36])[NH:23][CH2:24][C:25]1[CH:26]=[C:27]2[C:32](=[CH:33][CH:34]=1)[C:31]([NH2:35])=[N:30][CH:29]=[CH:28]2)=[O:16])[CH3:2] |f:3.4|. Procedure details: 0.150 g of {[2-{2-(S)-[(1-Amino-isoquinolin-6-ylmethyl)-carbamoyl]-pyrrolidin-1-yl}-1-(R)-(4-methoxybenzyl)-2-oxo-ethyl]-tert.-butoxycarbonyl-amino}-acetic acid ethyl ester were treated with 5 mL of HCl in dioxane (5M solution) and the mixture was stirred for 3 h at ambient temperature. The solvent was distilled off and the remaining white solid was washed with diethyl ether and dried. Yield: 0.100 g (80%); (+)-APCI-MS: 534 (MH+).